Task: describe an organic reaction: reactants, conditions, products, and yield. Dataset: the Open Reaction Database (ORD), a public repository of structured organic reaction records Reactants: Na, CO (MeOH), CCCCCC (hexane), [Na] (sodium), C(#N)CC=1C(=NC=CC1)C#N (3-cyanomethyl-pyridine-2-carbonitrile), CO (MeOH). Run at temperature 80 celsius, time 8 hour. The product is COC=1C=C2C=CC=NC2=C(N1)N (6-Methoxy-[1,7]naphthyridin-8-ylamine). Isolated yield 9.0%. RXN SMILES: CCCCCC.[Na].[C:8]([CH2:10][C:11]1[C:12]([C:17]#[N:18])=[N:13][CH:14]=[CH:15][CH:16]=1)#[N:9].[CH3:19][OH:20]>>[CH3:19][O:20][C:8]1[CH:10]=[C:11]2[C:12](=[C:17]([NH2:18])[N:9]=1)[N:13]=[CH:14][CH:15]=[CH:16]2 |^1:6|. Reported procedure: To an oven-dried 250 mL flask under a nitrogen atmosphere was added anhydrous MeOH (200 mL). Na metal (1.07 g, 44 mmol) was weighed to a small beaker containing hexane and then transferred to the reaction vessel. After dissolution of the sodium, 3-cyanomethyl-pyridine-2-carbonitrile (5.3 g, 37 mmol) dissolved in anhydrous MeOH (10 mL) was added to the reaction. The resulting solution was heated at 80° C. for 3 hours, then stirred at room temperature overnight. The reaction mixture was concentrat... The reactants are BrC1=C2N=CNC2=NC=N1 (6-bromo-9H-purine), NC(C)C1=CC(=C2C=CC=NC2=C1N1C[C@@H](CC1)O)F ((3R)-1-[7-(1-aminoethyl)-5-fluoroquinolin-8-yl]pyrrolidin-3-ol), C(C)(C)N(C(C)C)CC (N,N-diisopropylethylamine). Run in C(C)(C)O (isopropyl alcohol). Product: FC1=C2C=CC=NC2=C(C(=C1)C(C)NC1=C2N=CNC2=NC=N1)N1C[C@@H](CC1)O ((3R)-1-{5-Fluoro-7-[1-(9H-purin-6-ylamino)ethyl]quinolin-8-yl}pyrrolidin-3-ol). As a reaction SMILES: Br[C:2]1[N:10]=[CH:9][N:8]=[C:7]2[C:3]=1[N:4]=[CH:5][NH:6]2.[NH2:11][CH:12]([C:14]1[C:23]([N:24]2[CH2:28][CH2:27][C@@H:26]([OH:29])[CH2:25]2)=[C:22]2[C:17]([CH:18]=[CH:19][CH:20]=[N:21]2)=[C:16]([F:30])[CH:15]=1)[CH3:13].C(N(CC)C(C)C)(C)C>C(O)(C)C>[F:30][C:16]1[CH:15]=[C:14]([CH:12]([NH:11][C:2]2[N:10]=[CH:9][N:8]=[C:7]3[C:3]=2[N:4]=[CH:5][NH:6]3)[CH3:13])[C:23]([N:24]2[CH2:28][CH2:27][C@@H:26]([OH:29])[CH2:25]2)=[C:22]2[C:17]=1[CH:18]=[CH:19][CH:20]=[N:21]2. Procedure details: A mixture of 6-bromo-9H-purine (14.5 mg, 0.0727 mmol), (3R)-1-[7-(1-aminoethyl)-5-fluoroquinolin-8-yl]pyrrolidin-3-ol (10 mg, 0.04 mmol), and N,N-diisopropylethylamine (0.013 mL, 0.073 mmol) in isopropyl alcohol (0.1 mL) was heated at reflux under nitrogen overnight. The mixture was evaporated and the resulting mixture was purified on a RP-HPLC (XBridge C18 column, eluting with a gradient of acetonitrile in water with 0.2% ammonium hydroxide, at a flow rate of 30 mL/min) to give the desired prod...